From a dataset of the Open Reaction Database (ORD), a public repository of structured organic reaction records. describe an organic reaction: reactants, conditions, products, and yield Reactants: S(=O)(Cl)Cl (thionyl chloride), ClC=1C=C(C=CC1N1N=CC(=C1)Cl)C(C(=O)O)C (2-[3-chloro-4-(4-chloropyrazol-1-yl)phenyl]propionic acid), CO (methanol). The product is COC(C(C)C1=CC(=C(C=C1)N1N=CC(=C1)Cl)Cl)=O (2-[3-chloro-4-(4-chloropyrazol-1-yl)phenyl]propionic acid methyl ester). Yield: 86.9%. Reaction SMILES: S(Cl)(Cl)=O.[Cl:5][C:6]1[CH:7]=[C:8]([CH:18]([CH3:22])[C:19]([OH:21])=[O:20])[CH:9]=[CH:10][C:11]=1[N:12]1[CH:16]=[C:15]([Cl:17])[CH:14]=[N:13]1.[CH3:23]O>>[CH3:23][O:20][C:19](=[O:21])[CH:18]([C:8]1[CH:9]=[CH:10][C:11]([N:12]2[CH:16]=[C:15]([Cl:17])[CH:14]=[N:13]2)=[C:6]([Cl:5])[CH:7]=1)[CH3:22]. Reported procedure: 100 ml of thionyl chloride are added to 28.51 g (0.1 mole) of 2-[3-chloro-4-(4-chloropyrazol-1-yl)phenyl]propionic acid and heated to the boil for half an hour. The solution is concentrated in a vacuum, and 2-[3-chloro-4-(4-chloropyrazol-1-yl)phenyl]propionic acid chloride is thus obtained. 500 ml of absolute methanol are added; and, again, heating to the boil for half an hour and concentrating are effected, followed by taking up in benzene, washing with water and sodium hydrogen carbonate solut... Reactants: COC=1C=C(C=CC1OC)CCNCC(CO)O (3-[2-(3,4-dimethoxyphenyl)ethylamino]-1,2-propanediol), COC(C)(C)OC (2,2-dimethoxypropane). Solvent: CC(=O)C (acetone). The product is COC=1C=C(C=CC1OC)CCN1C(OC(C1)CO)(C)C (3-[2-(3,4-dimethoxyphenyl)ethyl]-2,2-dimethyl-5-hydroxymethyloxazolidine). As a reaction SMILES: [CH3:1][O:2][C:3]1[CH:4]=[C:5]([CH2:11][CH2:12][NH:13][CH2:14][CH:15]([OH:18])[CH2:16][OH:17])[CH:6]=[CH:7][C:8]=1[O:9][CH3:10].CO[C:21](OC)([CH3:23])[CH3:22]>CC(C)=O>[CH3:1][O:2][C:3]1[CH:4]=[C:5]([CH2:11][CH2:12][N:13]2[CH2:14][CH:15]([CH2:16][OH:17])[O:18][C:21]2([CH3:23])[CH3:22])[CH:6]=[CH:7][C:8]=1[O:9][CH3:10]. Procedure details: A suspension of 3-[2-(3,4-dimethoxyphenyl)ethylamino]-1,2-propanediol (13 g) and 2,2-dimethoxypropane (30 ml) in acetone (400 ml) was stirred at room temperature until a clear solution was obtained (about 24 hours). Evaporation of the solvent gave 15 g of 3-[2-(3,4-dimethoxyphenyl)ethyl]-2,2-dimethyl-5-hydroxymethyloxazolidine, as an oily residue. This residue was dissolved in acetonitrile (500 ml) and to the stirred and ice-cold solution, 3-chloro-6-triphenylmethylazopyridazine (16 g) and sodiu... The reactants are cuprous iodide, CC1(CCSC2=CC(=C(C=C12)Br)C)C (4,4,7-trimethyl-6-bromothiochroman), CC1(CCSC2=CC(=C(C=C12)Br)C)C (4,4,7-trimethyl-6-bromothiochroman), C[Si](C)(C)C#C (trimethylsilyl acetylene), cuprous iodide. The reagents and catalysts are [Pd+2] (palladium (II)), [Pd](Cl)Cl.C1(=CC=CC=C1)P(C1=CC=CC=C1)C1=CC=CC=C1.C1(=CC=CC=C1)P(C1=CC=CC=C1)C1=CC=CC=C1 (bis (triphenylphosphin) palladium (II) chloride). Solvent: C(C)N(CC)CC (triethylamine). Conditions: temperature 85 celsius, time 15 hour. Yields the product CC1(CCSC2=CC(=C(C=C12)C#C[Si](C)(C)C)C)C (4,4,7-Trimethyl-6-trimethylsilylethynyl-thiochroman). RXN SMILES: [CH3:1][C:2]1([CH3:14])[C:11]2[C:6](=[CH:7][C:8]([CH3:13])=[C:9](Br)[CH:10]=2)[S:5][CH2:4][CH2:3]1.[CH3:15][Si:16]([C:19]#[CH:20])([CH3:18])[CH3:17]>[Pd+2].[Pd](Cl)Cl.C1(P(C2C=CC=CC=2)C2C=CC=CC=2)C=CC=CC=1.C1(P(C2C=CC=CC=2)C2C=CC=CC=2)C=CC=CC=1.C(N(CC)CC)C>[CH3:1][C:2]1([CH3:14])[C:11]2[C:6](=[CH:7][C:8]([CH3:13])=[C:9]([C:20]#[C:19][Si:16]([CH3:18])([CH3:17])[CH3:15])[CH:10]=2)[S:5][CH2:4][CH2:3]1 |f:3.4.5|. Procedure details: A mixture of 624 mg (3.0 mmol) of 4,4,7-trimethyl-6-bromothiochroman (Compound 66) 314 mg (3.2 mmol) of trimethylsilyl acetylene, 40 mg (0.21 mmol) of cuprous iodide, 80 mg (0.11 mmol) of bis (triphenylphosphin) palladium (II) chloride and 1 ml of triethylamine was degassed under nitrogen and heated in a sealed tube at 85 degrees C. for 15 h. The mixture was then treated with a further 20 mg (0.11 mmol) of cuprous iodide and 40 mg (0.06 mmol) of the palladium (II) catalyst. The mixture was then ... Starting materials: ClC=1C=C(C=CC1)C1=NC(=CC(=N1)OC1=CC=C(C=C1)CC(=O)OC)CC (Methyl 2-(4-((2-(3-chlorophenyl)-6-ethylpyrimidin-4-yl)oxy)phenyl)acetate), N (ammonia). Run in CO (methanol). Yields the product ClC=1C=C(C=CC1)C1=NC(=CC(=N1)OC1=CC=C(C=C1)CC(=O)N)CC (2-(4-((2-(3-Chlorophenyl)-6-ethylpyrimidin-4-yl)oxy)phenyl)acetamide). Isolated yield 64.0%. Reaction SMILES: [Cl:1][C:2]1[CH:3]=[C:4]([C:8]2[N:13]=[C:12]([O:14][C:15]3[CH:20]=[CH:19][C:18]([CH2:21][C:22]([O:24]C)=O)=[CH:17][CH:16]=3)[CH:11]=[C:10]([CH2:26][CH3:27])[N:9]=2)[CH:5]=[CH:6][CH:7]=1.[NH3:28]>CO>[Cl:1][C:2]1[CH:3]=[C:4]([C:8]2[N:13]=[C:12]([O:14][C:15]3[CH:20]=[CH:19][C:18]([CH2:21][C:22]([NH2:28])=[O:24])=[CH:17][CH:16]=3)[CH:11]=[C:10]([CH2:26][CH3:27])[N:9]=2)[CH:5]=[CH:6][CH:7]=1. Procedure details: Methyl 2-(4-((2-(3-chlorophenyl)-6-ethylpyrimidin-4-yl)oxy)phenyl)acetate (0.075 g, 0.20 mmol) and ammonia in methanol (7 M, 3 mL) were heated at 100° C. for 72 h. After this time, the crude reaction solution was cooled, evaporated, and purified by column chromatography (silica, dichloromethane/methanol) to afford the title compound (0.048 g, 64%) as a white solid. MW=367.83. 1H NMR (DMSO-d6, 500 MHz) δ 8.16-8.13 (m, 1H), 8.14-8.11 (m, 1H), 7.59-7.55 (m, 1H), 7.51 (t, J=7.9 Hz, 2H), 7.39-7.36 (m... The reactants are ClC1=C(C(=CC=C1)Cl)C1=CC2=C(N=C(N=C2)NCCCN2CCN(CC2)C)N=C1N (6-(2,6-Dichlorophenyl)-N2 -[3-(4-methyl-piperazin-1-yl)-propyl]-pyrido[2,3-d]pyrimidine-2,7-diamine), C1(=CC=C(C=C1)N=C=O)C (4-tolyl isocyanate). Yields the product ClC1=C(C(=CC=C1)Cl)C1=CC2=C(N=C(N=C2)NCCCN2CCN(CC2)C)N=C1NC(=O)NC1=CC=C(C=C1)C (1-{6-(2,6-Dichlorophenyl)-2-[3-(4-methyl-piperazin-1-yl)-propylamino]-pyrido[2,3-d]pyrimidin-7-yl}-3-p-tolyl-urea). RXN SMILES: [Cl:1][C:2]1[CH:7]=[CH:6][CH:5]=[C:4]([Cl:8])[C:3]=1[C:9]1[C:29]([NH2:30])=[N:28][C:12]2[N:13]=[C:14]([NH:17][CH2:18][CH2:19][CH2:20][N:21]3[CH2:26][CH2:25][N:24]([CH3:27])[CH2:23][CH2:22]3)[N:15]=[CH:16][C:11]=2[CH:10]=1.[C:31]1([CH3:40])[CH:36]=[CH:35][C:34]([N:37]=[C:38]=[O:39])=[CH:33][CH:32]=1>>[Cl:1][C:2]1[CH:7]=[CH:6][CH:5]=[C:4]([Cl:8])[C:3]=1[C:9]1[C:29]([NH:30][C:38]([NH:37][C:34]2[CH:35]=[CH:36][C:31]([CH3:40])=[CH:32][CH:33]=2)=[O:39])=[N:28][C:12]2[N:13]=[C:14]([NH:17][CH2:18][CH2:19][CH2:20][N:21]3[CH2:26][CH2:25][N:24]([CH3:27])[CH2:23][CH2:22]3)[N:15]=[CH:16][C:11]=2[CH:10]=1. Procedure details: 6-(2,6-Dichlorophenyl)-N2 -[3-(4-methyl-piperazin-1-yl)-propyl]-pyrido[2,3-d]pyrimidine-2,7-diamine from Example 36 was reacted with 0.29 g of 4-tolyl isocyanate according to the general procedure of Example 37 to give 0.9492 g of the title compound. ESMS (20/80 MeOH/CH3CN+0.1% AcOH): M+ +H=579;